Task: describe an organic reaction: reactants, conditions, products, and yield. Dataset: the Open Reaction Database (ORD), a public repository of structured organic reaction records The reactants are COC(C1=CC=C(C=C1)CN1CC2CN(CC2C1)CC1=CC=C(C=C1)OC=1SC2=C(N1)C=CC=C2)=O (4-{5-[4-(benzothiazol-2-yloxy)-benzyl]-hexahydro-pyrrolo[3,4-c]pyrrol-2-ylmethyl)-benzoic acid methyl ester), O (water), Cl (HCl), [OH-].[K+] (KOH). Run in C(C)(C)O (isopropanol), C(Cl)Cl (CH2Cl2). Reaction conditions: time 16 hour. Yields the product S1C(=NC2=C1C=CC=C2)OC2=CC=C(CN1CC3C(C1)CN(C3)CC3=CC=C(C(=O)O)C=C3)C=C2 (4-{5-[4-(Benzothiazol-2-yloxy)-benzyl]-hexahydro-pyrrolo[3,4-c]pyrrol-2-ylmethyl)-benzoic acid). The yield is 54.9%. Reaction SMILES: C[O:2][C:3](=[O:36])[C:4]1[CH:9]=[CH:8][C:7]([CH2:10][N:11]2[CH2:18][CH:17]3[CH:13]([CH2:14][N:15]([CH2:19][C:20]4[CH:25]=[CH:24][C:23]([O:26][C:27]5[S:28][C:29]6[CH:35]=[CH:34][CH:33]=[CH:32][C:30]=6[N:31]=5)=[CH:22][CH:21]=4)[CH2:16]3)[CH2:12]2)=[CH:6][CH:5]=1.O.[OH-].[K+].Cl>C(O)(C)C.C(Cl)Cl>[S:28]1[C:29]2[CH:35]=[CH:34][CH:33]=[CH:32][C:30]=2[N:31]=[C:27]1[O:26][C:23]1[CH:22]=[CH:21][C:20]([CH2:19][N:15]2[CH2:14][CH:13]3[CH2:12][N:11]([CH2:10][C:7]4[CH:6]=[CH:5][C:4]([C:3]([OH:36])=[O:2])=[CH:9][CH:8]=4)[CH2:18][CH:17]3[CH2:16]2)=[CH:25][CH:24]=1 |f:2.3|. Procedure details: To a solution of 4-{5-[4-(benzothiazol-2-yloxy)-benzyl]-hexahydro-pyrrolo[3,4-c]pyrrol-2-ylmethyl)-benzoic acid methyl ester (58.5 mg, 0.12 mmol, 1 equiv) in isopropanol (2.5 mL) was added water (1.1 mL) followed by the addition of aq. KOH (13 mg in 2.5 mL water). The reaction stirred at rt for 16 h. The reaction mixture was acidified to pH 6 with 6 N HCl, and CH2Cl2 was added. The layers were separated and the aqueous layer was extracted with 25% isopropanol/CH2Cl2 (2×10 mL). The combined organ... The reactants are CCC(NC(=O)OCc1ccccc1)C(O[SiH](c1ccccc1)c1ccccc1)C(C)(C)C, CO. The product is CCC(N)C(O[SiH](c1ccccc1)c1ccccc1)C(C)(C)C. As a reaction SMILES: [CH2:1]([O:2][C:3](=[O:4])[NH:10][CH:11]([CH2:12][CH3:13])[CH:14]([O:15][SiH:16]([c:17]1[cH:18][cH:19][cH:20][cH:21][cH:22]1)[c:23]1[cH:24][cH:25][cH:26][cH:27][cH:28]1)[C:29]([CH3:30])([CH3:31])[CH3:32])[c:5]1[cH:6][cH:7][cH:8][cH:9][cH:33]1.[CH3:34][OH:35]>>[NH2:10][CH:11]([CH2:12][CH3:13])[CH:14]([O:15][SiH:16]([c:17]1[cH:18][cH:19][cH:20][cH:21][cH:22]1)[c:23]1[cH:24][cH:25][cH:26][cH:27][cH:28]1)[C:29]([CH3:30])([CH3:31])[CH3:32]. The reactants are C[O-].[Na+] (sodium methanolate), NC1=NC(=NC(=N1)C(Cl)(Cl)Cl)C(F)(F)F (2-amino-4-trichloromethyl-6-trifluoromethyl-1,3,5-triazine), Cl (hydrochloric acid), O (water). Run in CO (methanol), CO (methanol). Reaction conditions: temperature 5 celsius, time 1 hour. Product: NC1=NC(=NC(=N1)OC)C(F)(F)F (2-Amino-4-methoxy-6-trifluoromethyl-1,3,5-triazine). RXN SMILES: [CH3:1][O-:2].[Na+].[NH2:4][C:5]1[N:10]=[C:9](C(Cl)(Cl)Cl)[N:8]=[C:7]([C:15]([F:18])([F:17])[F:16])[N:6]=1.O.Cl>CO>[NH2:4][C:5]1[N:10]=[C:9]([O:2][CH3:1])[N:8]=[C:7]([C:15]([F:18])([F:17])[F:16])[N:6]=1 |f:0.1|. Procedure: 1.8 g of a 30% by weight solution of sodium methanolate in methanol (corresponding to 0.01 mol of sodium methanolate) were added at 22° C. to a solution of 28.8 g (0.1 mol) of 2-amino-4-trichloromethyl-6-trifluoromethyl-1,3,5-triazine in 100 ml of methanol. The pale yellow solution was then refluxed for 30 minutes. The progress of the reaction was followed by thin-layer chromatography on silica gel (mobile phase: diethyl ether/hexane 1:1). After the reaction was complete, 20 ml of water were add... The reactants are C(C)(C)(C)OC(N[C@@H]1C(N[C@@H]([C@@H](C1)C1=CC=CC=C1)C)=NCC(C(C)(C)OC)O)=O (tert-butyl{(3S,5S,6R)-2-[(2-hydroxy-3-methoxy-3-methylbutyl)imino]-6-methyl-5-phenylpiperidin-3-yl}carbamate), [Cr](=O)(=O)([O-])O[Cr](=O)(=O)[O-].[NH+]1=CC=CC=C1.[NH+]1=CC=CC=C1 (pyridinium dichromate), O (Water), C([O-])(O)=O.[Na+] (sodium bicarbonate). The solvent is C(C)#N (acetonitrile). Run at temperature 70 celsius, time 1 hour. Product: C(C)(C)(C)OC(N[C@@H]1C=2N([C@@H]([C@@H](C1)C1=CC=CC=C1)C)C(=CN2)C(C)(C)OC)=O (tert-Butyl[(5R,6S,8S)-3-(2-methoxypropan-2-yl)-5-methyl-6-phenyl-5,6,7,8-tetrahydroimidazo[1,2-a]pyridine-8-yl]carbamate). The yield is 19.2%. RXN SMILES: [C:1]([O:5][C:6](=[O:30])[NH:7][C@H:8]1[CH2:13][C@@H:12]([C:14]2[CH:19]=[CH:18][CH:17]=[CH:16][CH:15]=2)[C@@H:11]([CH3:20])[NH:10][C:9]1=[N:21][CH2:22][CH:23](O)[C:24]([O:27][CH3:28])([CH3:26])[CH3:25])([CH3:4])([CH3:3])[CH3:2].[Cr](O[Cr]([O-])(=O)=O)([O-])(=O)=O.[NH+]1C=CC=CC=1.[NH+]1C=CC=CC=1.C(=O)(O)[O-].[Na+].O>C(#N)C>[C:1]([O:5][C:6](=[O:30])[NH:7][C@H:8]1[CH2:13][C@@H:12]([C:14]2[CH:19]=[CH:18][CH:17]=[CH:16][CH:15]=2)[C@@H:11]([CH3:20])[N:10]2[C:23]([C:24]([O:27][CH3:28])([CH3:25])[CH3:26])=[CH:22][N:21]=[C:9]12)([CH3:2])([CH3:3])[CH3:4] |f:1.2.3,4.5|. Procedure: To a solution of tert-butyl{(3S,5S,6R)-2-[(2-hydroxy-3-methoxy-3-methylbutyl)imino]-6-methyl-5-phenylpiperidin-3-yl}carbamate (196 mg, 0.47 mmol) in acetonitrile (4.7 mL) was added pyridinium dichromate (880 mg, 2.34 mmol), and the mixture was stirred 1 h at 70° C. The mixture was cooled to ambient temperature and saturated aqueous sodium bicarbonate was added. Water was added, and the mixture was extracted with ethyl acetate (3×). The combined organic extracts were washed with brine, dried over...